Dataset: the Open Reaction Database (ORD), a public repository of structured organic reaction records. Task: describe an organic reaction: reactants, conditions, products, and yield Reactants: N#Cc1nn(-c2c(Cl)cc(C(F)(F)F)cc2Cl)cc1I, [Li]CCCC, COC(=O)C(F)(F)C(F)(F)F, C1CCOC1, O. Yields the product N#Cc1nn(-c2c(Cl)cc(C(F)(F)F)cc2Cl)cc1C(=O)C(F)(F)C(F)(F)F. RXN SMILES: [C:1](#[N:2])[c:3]1[n:4][n:5](-[c:9]2[c:10]([Cl:20])[cH:11][c:12]([C:16]([F:17])([F:18])[F:19])[cH:13][c:14]2[Cl:15])[cH:6][c:7]1[I:8].[CH2:21]([Li:22])[CH2:23][CH2:24][CH3:25].[F:26][C:27]([C:28]([C:29](=[O:30])[O:31][CH3:32])([F:33])[F:34])([F:35])[F:36].[O:38]1[CH2:39][CH2:40][CH2:41][CH2:42]1.[OH2:37]>>[C:1](#[N:2])[c:3]1[n:4][n:5](-[c:9]2[c:10]([Cl:20])[cH:11][c:12]([C:16]([F:17])([F:18])[F:19])[cH:13][c:14]2[Cl:15])[cH:6][c:7]1[C:29]([C:28]([C:27]([F:26])([F:35])[F:36])([F:33])[F:34])=[O:30]. The reactants are C(C)(C)(C)OC(C[C@H]([C@H]([C@H](CC)C)N(C([C@@H](N)C(C)C)=O)C)OC)=O (tert-butyl-(3R,4S,5S)-3-methoxy-5-methyl-4-[methyl(L-valyl)amino]heptanoate), C(C)(C)(C)OC(C[C@H]([C@H]([C@H](CC)C)N(C([C@@H](N)C(C)C)=O)C)OC)=O (tert-butyl-(3R,4S,5S)-3-methoxy-5-methyl-4-[methyl(L-valyl)amino]heptanoate), Cl.CN(CCCN=C=NCC)C (1-(3-dimethylaminopropyl)-3-ethylcarbodiimide hydrochloride), O.ON1N=NC2=C1C=CC=C2 (1-hydroxy-1H-benzotriazole hydrate), [Cl-].[NH4+] (ammonium chloride), C1=CC=CC=2C3=CC=CC=C3C(C12)COC(=O)N([C@@H](C(C)C)C(=O)O)C (N-[(9H-fluoren-9-ylmethoxy)carbonyl]-N-methyl-L-valine). Solvent: C(C)(=O)OCC (ethyl acetate), CN(C)C=O (DMF). The product is C1=CC=CC=2C3=CC=CC=C3C(C12)COC(=O)N([C@@H](C(C)C)C(=O)N[C@@H](C(C)C)C(=O)N(C)[C@H]([C@@H](CC(=O)OC(C)(C)C)OC)[C@H](CC)C)C (N-[(9H-Fluoren-9-ylmethoxy)carbonyl]-N-methyl-L-valyl-N-[(3R,4S,5S)-1-tert-butoxy-3-methoxy-5-methyl-1-oxoheptan-4-yl]-N-methyl-L-valinamide). As a reaction SMILES: [CH:1]1[C:13]2[CH:12]([CH2:14][O:15][C:16]([N:18]([CH3:26])[C@H:19]([C:23](O)=[O:24])[CH:20]([CH3:22])[CH3:21])=[O:17])[C:11]3[C:6](=[CH:7][CH:8]=[CH:9][CH:10]=3)[C:5]=2[CH:4]=[CH:3][CH:2]=1.[C:27]([O:31][C:32](=[O:51])[CH2:33][C@@H:34]([O:49][CH3:50])[C@@H:35]([N:40]([CH3:48])[C:41](=[O:47])[C@H:42]([CH:44]([CH3:46])[CH3:45])[NH2:43])[C@@H:36]([CH3:39])[CH2:37][CH3:38])([CH3:30])([CH3:29])[CH3:28].Cl.CN(C)CCCN=C=NCC.O.ON1C2C=CC=CC=2N=N1.[Cl-].[NH4+]>CN(C=O)C.C(OCC)(=O)C>[CH:10]1[C:11]2[CH:12]([CH2:14][O:15][C:16]([N:18]([CH3:26])[C@H:19]([C:23]([NH:43][C@H:42]([C:41]([N:40]([C@@H:35]([C@@H:36]([CH3:39])[CH2:37][CH3:38])[C@H:34]([O:49][CH3:50])[CH2:33][C:32]([O:31][C:27]([CH3:29])([CH3:30])[CH3:28])=[O:51])[CH3:48])=[O:47])[CH:44]([CH3:45])[CH3:46])=[O:24])[CH:20]([CH3:21])[CH3:22])=[O:17])[C:13]3[C:5](=[CH:4][CH:3]=[CH:2][CH:1]=3)[C:6]=2[CH:7]=[CH:8][CH:9]=1 |f:2.3,4.5,6.7|. Reported procedure: 396 mg (1.1 mmol) N-[(9H-fluoren-9-ylmethoxy)carbonyl]-N-methyl-L-valine was dissolved in DMF and then mixed in succession with 365 mg (1 mmol) tert-butyl-(3R,4S,5S)-3-methoxy-5-methyl-4-[methyl(L-valyl)amino]heptanoate (intermediate 2), 234 mg (1.2 mmol) 1-(3-dimethylaminopropyl)-3-ethylcarbodiimide hydrochloride and 187 mg (1.2 mmol) 1-hydroxy-1H-benzotriazole hydrate. The mixture was stirred over night at RT. The batch was then poured into a mixture of 50% saturated aqueous ammonium chloride ... The reagents and catalysts are C=1C=CC(=CC1)/C=C/C(=O)/C=C/C2=CC=CC=C2.C=1C=CC(=CC1)/C=C/C(=O)/C=C/C2=CC=CC=C2.C=1C=CC(=CC1)/C=C/C(=O)/C=C/C2=CC=CC=C2.[Pd].[Pd] (tris(dibenzylideneacetone)dipalladium(0)). As a reaction SMILES: [F:1][C:2]1[C:7]([N:8]2[C:12](OS(C(F)(F)F)(=O)=O)=[CH:11][C:10]([C:21]([O:23][CH2:24][CH3:25])=[O:22])=[N:9]2)=[CH:6][CH:5]=[CH:4][N:3]=1.[CH3:26][O:27][C:28]1[CH:33]=[CH:32][C:31]([SH:34])=[CH:30][CH:29]=1.C(=O)([O-])[O-].[Na+].[Na+].C1(P(C2C=CC=CC=2)C2C3OC4C(=CC=CC=4P(C4C=CC=CC=4)C4C=CC=CC=4)C(C)(C)C=3C=CC=2)C=CC=CC=1>C1(C)C=CC=CC=1.C1C=CC(/C=C/C(/C=C/C2C=CC=CC=2)=O)=CC=1.C1C=CC(/C=C/C(/C=C/C2C=CC=CC=2)=O)=CC=1.C1C=CC(/C=C/C(/C=C/C2C=CC=CC=2)=O)=CC=1.[Pd].[Pd].C(OCC)(=O)C>[F:1][C:2]1[C:7]([N:8]2[C:12]([S:34][C:31]3[CH:32]=[CH:33][C:28]([O:27][CH3:26])=[CH:29][CH:30]=3)=[CH:11][C:10]([C:21]([O:23][CH2:24][CH3:25])=[O:22])=[N:9]2)=[CH:6][CH:5]=[CH:4][N:3]=1 |f:2.3.4,7.8.9.10.11|. The product is FC1=NC=CC=C1N1N=C(C=C1SC1=CC=C(C=C1)OC)C(=O)OCC (ethyl 1-(2-fluoropyridin-3-yl)-5-[(4-methoxyphenyl)sulfanyl]-1H-pyrazole-3-carboxylate). Reaction conditions: temperature 110 celsius, time 13 hour. Run in C1(=CC=CC=C1)C (toluene), C(C)(=O)OCC (Ethyl acetate). Procedure details: A solution of ethyl 1-(2-fluoropyridin-3-yl)-5-{[(trifluoromethyl)sulfonyl]oxy}-1H-pyrazole-3-carboxylate (351 mg), 4-methoxybenzenethiol (141 mg) and sodium carbonate (146 mg) in toluene (5 ml) was sufficiently deaerated, tris(dibenzylideneacetone)dipalladium(0) (17 mg) and 4,5-bis(diphenylphosphino)-9,9-dimethylxanthene (21 mg) were added, and the mixture was further deaerated. Under an argon atmosphere at 110° C., the mixture was stirred for 13 hr, and allowed to cool to room temperature. Eth... The reactants are FC1=NC=CC=C1N1N=C(C=C1OS(=O)(=O)C(F)(F)F)C(=O)OCC (ethyl 1-(2-fluoropyridin-3-yl)-5-{[(trifluoromethyl)sulfonyl]oxy}-1H-pyrazole-3-carboxylate), COC1=CC=C(C=C1)S (4-methoxybenzenethiol), C([O-])([O-])=O.[Na+].[Na+] (sodium carbonate), C1(=CC=CC=C1)P(C1=CC=CC=2C(C3=CC=CC(=C3OC12)P(C1=CC=CC=C1)C1=CC=CC=C1)(C)C)C1=CC=CC=C1 (4,5-bis(diphenylphosphino)-9,9-dimethylxanthene). Starting materials: O=C([O-])[O-], C1COCCN1, Cc1ccc(Oc2ccc(Nc3ncnc4ccc(NC(=O)CCCNC(=O)CCl)cc34)cc2C)cn1, [K+], [K+], O. Yields the product Cc1ccc(Oc2ccc(Nc3ncnc4ccc(NC(=O)CCCNC(=O)CN5CCOCC5)cc34)cc2C)cn1. As a reaction SMILES: [C:44](=[O:45])([O-:46])[O-:47].[CH2:38]1[CH2:39][O:40][CH2:41][CH2:42][NH:43]1.[Cl:1][CH2:2][C:3](=[O:4])[NH:5][CH2:6][CH2:7][CH2:8][C:9](=[O:10])[NH:11][c:12]1[cH:13][c:14]2[c:15]([NH:22][c:23]3[cH:24][c:25]([CH3:37])[c:26]([O:29][c:30]4[cH:31][n:32][c:33]([CH3:36])[cH:34][cH:35]4)[cH:27][cH:28]3)[n:16][cH:17][n:18][c:19]2[cH:20][cH:21]1.[K+:48].[K+:49].[OH2:50]>>[CH2:2]([C:3](=[O:4])[NH:5][CH2:6][CH2:7][CH2:8][C:9](=[O:10])[NH:11][c:12]1[cH:13][c:14]2[c:15]([NH:22][c:23]3[cH:24][c:25]([CH3:37])[c:26]([O:29][c:30]4[cH:31][n:32][c:33]([CH3:36])[cH:34][cH:35]4)[cH:27][cH:28]3)[n:16][cH:17][n:18][c:19]2[cH:20][cH:21]1)[N:43]1[CH2:38][CH2:39][O:40][CH2:41][CH2:42]1. Reactants: OCCN1CCC(CC1)NC(=O)C1=C(C=2C(N(C=3C=CC=CC3C2N1C)CC(C1=CC=CC=C1)=O)=O)OC (N-[1-(2-hydroxyethyl)piperidin-4-yl]-3-methoxy-1-methyl-4-oxo-5-(2-oxo-2-phenylethyl)-4,5-dihydro-1H-pyrrolo[3,2-c]quinoline-2-carboxamide), C(C)O (ethanol), C(C)OC(C)=O.Cl (hydrogen chloride ethyl acetate). The solvent is C(C)(=O)OCC (ethyl acetate). Yields the product Cl.OCCN1CCC(CC1)NC(=O)C1=C(C=2C(N(C=3C=CC=CC3C2N1C)CC(C1=CC=CC=C1)=O)=O)OC (N-[1-(2-hydroxyethyl)piperidin-4-yl]-3-methoxy-1-methyl-4-oxo-5-(2-oxo-2-phenylethyl)-4,5-dihydro-1H-pyrrolo[3,2-c]quinoline-2-carboxamide hydrochloride). Isolated yield 45.0%. Reaction SMILES: [OH:1][CH2:2][CH2:3][N:4]1[CH2:9][CH2:8][CH:7]([NH:10][C:11]([C:13]2[N:25]([CH3:26])[C:24]3[C:23]4[CH:22]=[CH:21][CH:20]=[CH:19][C:18]=4[N:17]([CH2:27][C:28](=[O:35])[C:29]4[CH:34]=[CH:33][CH:32]=[CH:31][CH:30]=4)[C:16](=[O:36])[C:15]=3[C:14]=2[O:37][CH3:38])=[O:12])[CH2:6][CH2:5]1.C(O)C.C(OC(=O)C)C.[ClH:48]>C(OCC)(=O)C>[ClH:48].[OH:1][CH2:2][CH2:3][N:4]1[CH2:9][CH2:8][CH:7]([NH:10][C:11]([C:13]2[N:25]([CH3:26])[C:24]3[C:23]4[CH:22]=[CH:21][CH:20]=[CH:19][C:18]=4[N:17]([CH2:27][C:28](=[O:35])[C:29]4[CH:30]=[CH:31][CH:32]=[CH:33][CH:34]=4)[C:16](=[O:36])[C:15]=3[C:14]=2[O:37][CH3:38])=[O:12])[CH2:6][CH2:5]1 |f:2.3,5.6|. Procedure: To a solution of the compound of Example 79 (150 mg, 0.290 mmol) in ethyl acetate (4 mL)/ethanol (6 mL) was added 4N hydrogen chloride ethyl acetate solution (80.0 μL). The precipitate was collected by filtration, washed with ethyl acetate, and dried under reduced pressure to give the title compound (72 mg, 45%) as a white powder.